From a dataset of the Open Reaction Database (ORD), a public repository of structured organic reaction records. describe an organic reaction: reactants, conditions, products, and yield Reactants: NC=1C=CC2=C(C=C(O2)C(=O)OC)C1 (Methyl 5-aminobenzofuran-2-carboxylate), C1(=CC=CC=C1)S(=O)(=O)N(CCCl)CCCl (N-benzenesulfonyl-N,N-bis(2-chloroethyl)amine), C(CCC)N(CCCC)CCCC (tributyl amine). Solvent: CO (methanol). Reaction conditions: temperature 75 celsius, time 43 hour. Product: C1(=CC=CC=C1)S(=O)(=O)N1CCN(CC1)C=1C=CC2=C(C=C(O2)C(=O)OC)C1 (methyl 5-[4-(benzenesulfonyl)-1-piperazinyl]benzofuran-2-carboxylate). The yield is 53.6%. RXN SMILES: [NH2:1][C:2]1[CH:3]=[CH:4][C:5]2[O:9][C:8]([C:10]([O:12][CH3:13])=[O:11])=[CH:7][C:6]=2[CH:14]=1.[C:15]1([S:21]([N:24]([CH2:28][CH2:29]Cl)[CH2:25][CH2:26]Cl)(=[O:23])=[O:22])[CH:20]=[CH:19][CH:18]=[CH:17][CH:16]=1.C(N(CCCC)CCCC)CCC>CO>[C:15]1([S:21]([N:24]2[CH2:28][CH2:29][N:1]([C:2]3[CH:3]=[CH:4][C:5]4[O:9][C:8]([C:10]([O:12][CH3:13])=[O:11])=[CH:7][C:6]=4[CH:14]=3)[CH2:26][CH2:25]2)(=[O:23])=[O:22])[CH:16]=[CH:17][CH:18]=[CH:19][CH:20]=1. Procedure: Methyl 5-aminobenzofuran-2-carboxylate (200 g) and N-benzenesulfonyl-N,N-bis(2-chloroethyl)amine (289 g) were added to tributyl amine (1012 ml) under stifling at 25-30° C. The resulting mixture was heated to 73-77° C., followed by stirring for 43 hours at the same temperature. The reaction mass was cooled to 25-30° C., followed by the addition of methanol (506 ml) and then stirring for 30 minutes at 25-30° C. The resulting mass was filtered, washed with chilled methanol (200 ml) and then dried t... Starting materials: O=C1CCC(=O)N1Br, ClC(Cl)(Cl)Cl, CC(C)c1ccc2occ(C#N)c(=O)c2c1. The product is CC(C)(Br)c1ccc2occ(C#N)c(=O)c2c1. RXN SMILES: [Br:17][N:18]1[C:19](=[O:20])[CH2:21][CH2:22][C:23]1=[O:24].[C:25]([Cl:26])([Cl:27])([Cl:28])[Cl:29].[CH:1]([CH3:2])([CH3:3])[c:4]1[cH:5][cH:6][c:7]2[c:8]([c:9](=[O:15])[c:10]([C:13]#[N:14])[cH:11][o:12]2)[cH:16]1>>[C:1]([CH3:2])([CH3:3])([c:4]1[cH:5][cH:6][c:7]2[c:8]([c:9](=[O:15])[c:10]([C:13]#[N:14])[cH:11][o:12]2)[cH:16]1)[Br:17]. Reactants: CC(=O)C1=CC(=C(C=C1Cl)Cl)F (2,4-dichloro-5-fluoroacetophenone), C(OCC)(OCC)=O (diethyl carbonate), [H-].[Na+] (NaH). Product: ClC1=C(C(=O)CC(=O)OCC)C=C(C(=C1)Cl)F (ethyl 2,4-dichloro-5-fluorobenzoylacetate). As a reaction SMILES: [CH3:1][C:2]([C:4]1[C:9]([Cl:10])=[CH:8][C:7]([Cl:11])=[C:6]([F:12])[CH:5]=1)=[O:3].[C:13](=O)([O:17]CC)[O:14][CH2:15][CH3:16].[H-].[Na+]>>[Cl:10][C:9]1[CH:8]=[C:7]([Cl:11])[C:6]([F:12])=[CH:5][C:4]=1[C:2]([CH2:1][C:13]([O:14][CH2:15][CH3:16])=[O:17])=[O:3] |f:2.3|. Reported procedure: Condensation of 2,4-dichloro-5-fluoroacetophenone 2 with diethyl carbonate in the presence of NaH yielded ethyl 2,4-dichloro-5-fluorobenzoylacetate 3. Treatment of the latter with triethyl orthoformate in acetic anhydride gave the carbon homologue enol ether intermediate 4 which was allowed to react with a slight excess of cyclopropylamine in methylene chloride at room temperature to give the enaminoketoester 5. Cyclization of the latter with 1 molar equivalent of NaH in refluxing dioxane yielde... The reactants are ClC1=C(C(=C(C(=C1)F)N1C(N(C(=CC1=O)C(F)(F)F)C)=O)[N+](=O)[O-])OC (3-(4-Chloro-6-fluoro-3-methoxy-2-nitrophenyl)-1-methyl-6-trifluoromethyl-2,4(1H, 3H)-pyrimidinedione), O (water). Reagents/catalysts: [Fe] (iron). Solvent: C(C)(=O)O (acetic acid). Conditions: time 6 hour. Product: NC1=C(C(=CC(=C1OC)Cl)F)N1C(N(C(=CC1=O)C(F)(F)F)C)=O (3-(2-amino-4-chloro-6-fluoro-3-methoxyphenyl)-1-methyl-6-trifluoromethyl-2,4(1H, 3H)-pyrimidinedione). The yield is 97.9%. As a reaction SMILES: [Cl:1][C:2]1[CH:7]=[C:6]([F:8])[C:5]([N:9]2[C:14](=[O:15])[CH:13]=[C:12]([C:16]([F:19])([F:18])[F:17])[N:11]([CH3:20])[C:10]2=[O:21])=[C:4]([N+:22]([O-])=O)[C:3]=1[O:25][CH3:26].O>C(O)(=O)C.[Fe]>[NH2:22][C:4]1[C:3]([O:25][CH3:26])=[C:2]([Cl:1])[CH:7]=[C:6]([F:8])[C:5]=1[N:9]1[C:14](=[O:15])[CH:13]=[C:12]([C:16]([F:19])([F:18])[F:17])[N:11]([CH3:20])[C:10]1=[O:21]. Procedure: 3-(4-Chloro-6-fluoro-3-methoxy-2-nitrophenyl)-1-methyl-6-trifluoromethyl-2,4(1H, 3H)-pyrimidinedione (7.5 g, 18.9 mmol) was dissolved in acetic acid (75 ml) and 4.2 g (75.6 mmol) of iron powder was added. The solution was stirred at ambient temperature under nitrogen atmosphere for 6 hr and water was added. Extraction was carried out with ethyl acetate. Organic layer was washed with water, brine, and dried with anhydrous sodium sulfate followed by evaporation to afford the title compound (6.8 g)... Reactants: ice water, ClC1=CC(=NC=C1C#N)Cl (4,6-dichloro-nicotinonitrile), OC1=CC2=C(NC(O2)=O)C=C1 (6-hydroxy-2-benzoxazolinone), [K].CC(C)([O-])C (potassium tert.-butoxide). The solvent is CN1CCCC1=O (NMP). The product is ClC1=NC=C(C#N)C(=C1)OC1=CC2=C(NC(O2)=O)C(=C1)C (6-chloro-4-(4-methyl-2-oxo-2,3-dihydro-benzoxazol-6-yloxy)-nicotinonitrile). RXN SMILES: Cl[C:2]1[C:7]([C:8]#[N:9])=[CH:6][N:5]=[C:4]([Cl:10])[CH:3]=1.[OH:11][C:12]1[CH:21]=[CH:20][C:15]2[NH:16][C:17](=[O:19])[O:18][C:14]=2[CH:13]=1.[K].[CH3:23]C(C)([O-])C>CN1C(=O)CCC1>[Cl:10][C:4]1[CH:3]=[C:2]([O:11][C:12]2[CH:21]=[C:20]([CH3:23])[C:15]3[NH:16][C:17](=[O:19])[O:18][C:14]=3[CH:13]=2)[C:7]([C:8]#[N:9])=[CH:6][N:5]=1 |f:2.3,^1:21|. Procedure: 0.12 g (0.69 mmol) 4,6-dichloro-nicotinonitrile, 0.15 g (0.91 mmol) 6-hydroxy-2-benzoxazolinone and 90 mg (0.80 mmol) potassium-tert.-butoxide in 0.8 mL NMP were stirred for 2 h at 70° C. The reaction mixture was combined with ice water. The precipitate formed was suction filtered and dried.